Dataset: the Open Reaction Database (ORD), a public repository of structured organic reaction records. Task: describe an organic reaction: reactants, conditions, products, and yield The reactants are BrCc1ccccc1, CCOC(OCC)c1ccc(CCCO)cc1, CN(C)C=O, [H-], [Na+], O. The product is CCOC(OCC)c1ccc(CCCOCc2ccccc2)cc1. RXN SMILES: [Br:20][CH2:21][c:22]1[cH:23][cH:24][cH:25][cH:26][cH:27]1.[CH2:1]([CH3:2])[O:3][CH:4]([c:5]1[cH:6][cH:7][c:8]([CH2:11][CH2:12][CH2:13][OH:14])[cH:9][cH:10]1)[O:15][CH2:16][CH3:17].[CH3:29][N:30]([CH3:31])[CH:32]=[O:33].[H-:18].[Na+:19].[OH2:28]>>[CH2:1]([CH3:2])[O:3][CH:4]([c:5]1[cH:6][cH:7][c:8]([CH2:11][CH2:12][CH2:13][O:14][CH2:21][c:22]2[cH:23][cH:24][cH:25][cH:26][cH:27]2)[cH:9][cH:10]1)[O:15][CH2:16][CH3:17].